Dataset: the Open Reaction Database (ORD), a public repository of structured organic reaction records. Task: describe an organic reaction: reactants, conditions, products, and yield The reactants are C1(CC1)C(C=1C=C(C=CC1)C(CC(CN1C=CC(C2=CC=CC=C12)=O)(C(F)(F)F)O)(C)C)O (1-{4-[3-(cyclopropylhydroxymethyl)phenyl]-2-hydroxy-4-methyl-2-trifluoromethylpentyl}-1H-quinolin-4-one). Reagents/catalysts: O=[Mn]=O (MnO2). The solvent is C(Cl)Cl (methylene chloride). Reaction conditions: time 48 hour. The product is C1(CC1)C(=O)C=1C=C(C=CC1)C(CC(CN1C=CC(C2=CC=CC=C12)=O)(C(F)(F)F)O)(C)C (1-[4-(3-cyclopropanecarbonylphenyl)-2-hydroxy-4-methyl-2-trifluoromethylpentyl]-1H-quinolin-4-one). As a reaction SMILES: [CH:1]1([CH:4]([OH:33])[C:5]2[CH:6]=[C:7]([C:11]([CH3:32])([CH3:31])[CH2:12][C:13]([OH:30])([C:26]([F:29])([F:28])[F:27])[CH2:14][N:15]3[C:24]4[C:19](=[CH:20][CH:21]=[CH:22][CH:23]=4)[C:18](=[O:25])[CH:17]=[CH:16]3)[CH:8]=[CH:9][CH:10]=2)[CH2:3][CH2:2]1>C(Cl)Cl.O=[Mn]=O>[CH:1]1([C:4]([C:5]2[CH:6]=[C:7]([C:11]([CH3:32])([CH3:31])[CH2:12][C:13]([OH:30])([C:26]([F:27])([F:28])[F:29])[CH2:14][N:15]3[C:24]4[C:19](=[CH:20][CH:21]=[CH:22][CH:23]=4)[C:18](=[O:25])[CH:17]=[CH:16]3)[CH:8]=[CH:9][CH:10]=2)=[O:33])[CH2:2][CH2:3]1. Reported procedure: A mixture of 1-{4-[3-(cyclopropylhydroxymethyl)phenyl]-2-hydroxy-4-methyl-2-trifluoromethylpentyl}-1H-quinolin-4-one (26 mg, 0.057 mmol) and MnO2 (5 mg, 0.57 mmol) in methylene chloride (2 mL) was stirred for 48 hours at room temperature under an atmosphere of argon and filtered over CELITE® filter aid. The filtrate was concentrated in vacuo and the residue purified by reversed phase HPLC to afford 1-[4-(3-cyclopropanecarbonylphenyl)-2-hydroxy-4-methyl-2-trifluoromethylpentyl]-1H-quinolin-4-one....